This data is from the Open Reaction Database (ORD), a public repository of structured organic reaction records. The task is: describe an organic reaction: reactants, conditions, products, and yield Starting materials: [Cl-].[Na+] (sodium chloride), CC1=C(CBr)C(=CC(=C1)F)C (2,6-dimethyl-4-fluoro-benzylbromide), C([O-])([O-])=O.[K+].[K+] (potassium carbonate), NC=1C=2N(C=CC1)C(=C(N2)C)C (8-Amino-2,3-dimethylimidazo[1,2-a]pyridine). Run in C(Cl)Cl (Methylene chloride), C(C)#N (acetonitrile). The product is CC=1N=C2N(C=CC=C2NCC2=C(C=C(C=C2C)F)C)C1C (2,3-dimethyl-8-(2,6-dimethyl-4-fluorobenzylamino)imidazo[1,2-a]pyridine). Isolated yield 43.4%. RXN SMILES: [NH2:1][C:2]1[C:3]2[N:4]([C:8]([CH3:12])=[C:9]([CH3:11])[N:10]=2)[CH:5]=[CH:6][CH:7]=1.[CH3:13][C:14]1[CH:21]=[C:20]([F:22])[CH:19]=[C:18]([CH3:23])[C:15]=1[CH2:16]Br.C(=O)([O-])[O-].[K+].[K+].[Cl-].[Na+]>C(#N)C.C(Cl)Cl>[CH3:11][C:9]1[N:10]=[C:3]2[C:2]([NH:1][CH2:16][C:15]3[C:14]([CH3:13])=[CH:21][C:20]([F:22])=[CH:19][C:18]=3[CH3:23])=[CH:7][CH:6]=[CH:5][N:4]2[C:8]=1[CH3:12] |f:2.3.4,5.6|. Reported procedure: 8-Amino-2,3-dimethylimidazo[1,2-a]pyridine (0.5 g, 3.1 mmol) was dissolved in acetonitrile (6 ml). To the solution were added 2,6-dimethyl-4-fluoro-benzylbromide (0.67 g, 3.1 mmol) and potassium carbonate (0.47 g, 3.4 mmol). The mixture was refluxed for 16 h. Methylene chloride (12 ml) and a sodium chloride solution (20 ml) was added. The organic layer was separated, dried over sodium sulfate and evaporated under reduced pressure. The crude product was purified by chromatography (ethyl acetate:p... The reactants are COC(=O)CCN1N=NC=C1\C=C\1/CN(CCC1O)C(C1=CC=CC=C1)(C1=CC=CC=C1)C1=CC=CC=C1 ((E)-3-({1-[2-(methoxycarbonyl)ethyl]-1H-1,2,3-triazol-5-yl}methylidene)-1-(triphenylmethyl)piperidin-4-ol), C(C)(=S)O (thioacetic acid), C(C(C)(C)C)OC(N(C)C)OCC(C)(C)C (N,N-dimethylformamide dineopentyl acetal), [Cl-].[Na+] (sodium chloride). The solvent is C1(=CC=CC=C1)C (toluene). The product is C(C)(=O)SC(C1=CCCN(C1)C(C1=CC=CC=C1)(C1=CC=CC=C1)C1=CC=CC=C1)C1=CN=NN1CCC(=O)OC (5-((acetylsulfanyl){1-[2-(methoxycarbonyl)ethyl]-1H-1,2,3-triazol-5-yl}methyl)-1-(triphenylmethyl)-1,2,3,6-tetrahydropyridine). The yield is 55.0%. RXN SMILES: [CH3:1][O:2][C:3]([CH2:5][CH2:6][N:7]1[C:11](/[CH:12]=[C:13]2\[CH2:14][N:15]([C:20]([C:33]3[CH:38]=[CH:37][CH:36]=[CH:35][CH:34]=3)([C:27]3[CH:32]=[CH:31][CH:30]=[CH:29][CH:28]=3)[C:21]3[CH:26]=[CH:25][CH:24]=[CH:23][CH:22]=3)[CH2:16][CH2:17][CH:18]\2O)=[CH:10][N:9]=[N:8]1)=[O:4].[C:39]([OH:42])(=[S:41])[CH3:40].C(OC(OCC(C)(C)C)N(C)C)C(C)(C)C.[Cl-].[Na+]>C1(C)C=CC=CC=1>[C:39]([S:41][CH:12]([C:11]1[N:7]([CH2:6][CH2:5][C:3]([O:2][CH3:1])=[O:4])[N:8]=[N:9][CH:10]=1)[C:13]1[CH2:14][N:15]([C:20]([C:33]2[CH:34]=[CH:35][CH:36]=[CH:37][CH:38]=2)([C:21]2[CH:22]=[CH:23][CH:24]=[CH:25][CH:26]=2)[C:27]2[CH:32]=[CH:31][CH:30]=[CH:29][CH:28]=2)[CH2:16][CH2:17][CH:18]=1)(=[O:42])[CH3:40] |f:3.4|. Procedure details: To a solution of (E)-3-({1-[2-(methoxycarbonyl)ethyl]-1H-1,2,3-triazol-5-yl}methylidene)-1-(triphenylmethyl)piperidin-4-ol (13.22 g) in toluene (200 ml) were added thioacetic acid (3.7 ml) and N,N-dimethylformamide dineopentyl acetal (14.5 ml) with stirring at room temperature, and the resulting mixture was stirred at the same temperature for 2 hours. After addition of aqueous sodium chloride solution, products were extracted with ethyl acetate. The extract was washed with a saturated aqueous so... Yield: 52.6%. Starting materials: CC=1N=C(N(C1)C=1N=CSC1NC(C)=O)CCC (N-(4-(4-methyl-2-propyl-1H-imidazol-1-yl)thiazol-5-yl)acetamide), [P].O=P12OP3(=O)OP(=O)(O1)OP(=O)(O2)O3 (phosphorus P2O5). Reaction SMILES: [CH3:1][C:2]1[N:3]=[C:4]([CH2:16][CH2:17][CH3:18])[N:5]([C:7]2[N:8]=[CH:9][S:10][C:11]=2[NH:12][C:13](=O)[CH3:14])[CH:6]=1.[P].O=P12OP3(OP(OP(O3)(O1)=O)(=O)O2)=O>O=P(Cl)(Cl)Cl>[CH3:14][C:13]1[C:6]2[N:5]([C:4]([CH2:16][CH2:17][CH3:18])=[N:3][C:2]=2[CH3:1])[C:7]2[N:8]=[CH:9][S:10][C:11]=2[N:12]=1 |f:1.2|. Run at temperature 110 celsius. Procedure: To a solution of N-(4-(4-methyl-2-propyl-1H-imidazol-1-yl)thiazol-5-yl)acetamide from example 1.7 (10 mg, 0.038 mmol) in POCl3 (3 mL) was quickly added phosphorus P2O5 (10.74 mg, 0.076 mmol). The reaction mixture was refluxed at 110° C. for 4 h. POCl3 was evaporated and the residue was carefully quenched with ice-water. The mixture was neutralized with saturated Na2CO3 solution and extracted with ethyl acetate (3×30 mL). The combined organic layer was washed with brine and concentrated to give b... The solvent is O=P(Cl)(Cl)Cl (POCl3). The product is CC1=NC=2SC=NC2N2C(=NC(=C12)C)CCC (5,6-Dimethyl-8-propyl-3-thia-1,4,7,8a-tetraaza-as-indacene). Starting materials: COc1cc2cc(C(=O)Nc3cc(NC(=O)OCc4ccccc4)c4ccccc4c3CCCl)[nH]c2c(OC)c1OC, C1CCOC1. The product is COc1cc2cc(C(=O)Nc3cc(N)c4ccccc4c3CCCl)[nH]c2c(OC)c1OC. Reaction SMILES: [CH2:1]([O:2][C:3](=[O:4])[NH:11][c:12]1[cH:13][c:14]([NH:25][C:26](=[O:27])[c:28]2[nH:29][c:30]3[c:31]([O:41][CH3:42])[c:32]([O:39][CH3:40])[c:33]([O:37][CH3:38])[cH:34][c:35]3[cH:36]2)[c:15]([CH2:22][CH2:23][Cl:24])[c:16]2[cH:17][cH:18][cH:19][cH:20][c:21]12)[c:5]1[cH:6][cH:7][cH:8][cH:9][cH:10]1.[CH2:43]1[O:44][CH2:45][CH2:46][CH2:47]1>>[NH2:11][c:12]1[cH:13][c:14]([NH:25][C:26](=[O:27])[c:28]2[nH:29][c:30]3[c:31]([O:41][CH3:42])[c:32]([O:39][CH3:40])[c:33]([O:37][CH3:38])[cH:34][c:35]3[cH:36]2)[c:15]([CH2:22][CH2:23][Cl:24])[c:16]2[cH:17][cH:18][cH:19][cH:20][c:21]12. Starting materials: C(C)(C)(C)N1N=CC=C1 (1-tert-butyl-1H-pyrazole), BrBr (Br2), C(=O)([O-])[O-].[Na+].[Na+] (Na2CO3). Run in C(Cl)Cl (CH2Cl2). Conditions: time 8 hour. The product is BrC=1C=NN(C1)C(C)(C)C (4-bromo-1-tert-butyl-1H-pyrazole). Isolated yield 85.0%. RXN SMILES: C([O-])([O-])=O.[Na+].[Na+].[C:7]([N:11]1[CH:15]=[CH:14][CH:13]=[N:12]1)([CH3:10])([CH3:9])[CH3:8].[Br:16]Br>C(Cl)Cl>[Br:16][C:14]1[CH:13]=[N:12][N:11]([C:7]([CH3:10])([CH3:9])[CH3:8])[CH:15]=1 |f:0.1.2|. Procedure: To a suspension of Na2CO3 (3.6 g, 33.9 mmol) in CH2Cl2 (30 mL) was added 1-tert-butyl-1H-pyrazole (2.1 g, 17 mmol) and Br2 (0.9 mL). The mixture was stirred at room temperature overnight. The formed solid was removed by filtration and the filter cake was washed with CH2Cl2 (30 mL). The filtrates were washed with water (20 mL) and brine (20 mL), dried (MgSO4), and concentrated under reduced pressure to afford crude 4-bromo-1-tert-butyl-1H-pyrazole (2.9 g, 85%), which was used in next step without... Reactants: 2-(aziridin-1-yl)-3,5-dinitrobenzamide(14), ClC1=C(C(=O)N)C=C(C=C1[N+](=O)[O-])[N+](=O)[O-] (2-chloro-3,5-dinitrobenzamide). Run in C(C)(=O)OCC (ethyl acetate). Run at time 2 hour. Yields the product [N+](=O)([O-])C=1C=C(C(=O)N)C=C(C1)[N+](=O)[O-] (3,5-dinitrobenzamide), aziridine-H. As a reaction SMILES: Cl[C:2]1[C:10]([N+:11]([O-:13])=[O:12])=[CH:9][C:8]([N+:14]([O-:16])=[O:15])=[CH:7][C:3]=1[C:4]([NH2:6])=[O:5]>C(OCC)(=O)C>[N+:11]([C:10]1[CH:2]=[C:3]([CH:7]=[C:8]([N+:14]([O-:16])=[O:15])[CH:9]=1)[C:4]([NH2:6])=[O:5])([O-:13])=[O:12]. Reported procedure: Preparation of 2-(aziridin-1-yl)-3,5-dinitrobenzamide(14) Reaction of 2-chloro-3,5-dinitrobenzamide [Palmer et al., J.Med.Chem. 1996, 39, 2518-2528] in ethyl acetate as described in Example C except that the reaction time was 2 hours, gave 2-aziridin-1-yl)-3,5-dinitrobenzamide (14) as a yellow powder, mp 200° C. [Kahn & Ross, Chem-Biol. Int., 1969-70,1, 27-47, record mp 196° C.]1H NMR [CD3)2SO] δ8 74 (d, J=2.6 Hz, 1H, H-4), 8.35(d,J=2 Hz, 1H, H-6), 8.10, 7 93 (2 br s,2H, CONH2), 2.40 (s, 4H, azi... Starting materials: C(C1=CC=CC=C1)N(CCCC(C)(O)C)CC1=CC=CC=C1 (5-(dibenzylamino)-2-methylpentan-2-ol), CI (MeI). Run in C1CCOC1 (THF). Reaction conditions: temperature 0 celsius, time 0.5 hour. The product is C(C1=CC=CC=C1)N(CCCC(C)(C)OC)CC1=CC=CC=C1 (N,N-dibenzyl-4-methoxy-4-methylpentan-1-amine). Yield: 97.6%. Reaction SMILES: [CH2:1]([N:8]([CH2:16][C:17]1[CH:22]=[CH:21][CH:20]=[CH:19][CH:18]=1)[CH2:9][CH2:10][CH2:11][C:12]([CH3:15])([OH:14])[CH3:13])[C:2]1[CH:7]=[CH:6][CH:5]=[CH:4][CH:3]=1.[CH3:23]I>C1COCC1>[CH2:1]([N:8]([CH2:16][C:17]1[CH:18]=[CH:19][CH:20]=[CH:21][CH:22]=1)[CH2:9][CH2:10][CH2:11][C:12]([O:14][CH3:23])([CH3:15])[CH3:13])[C:2]1[CH:7]=[CH:6][CH:5]=[CH:4][CH:3]=1. Reported procedure: Treat a 0° C. solution of 5-(dibenzylamino)-2-methylpentan-2-ol (3 g, 10.2 mmol) in THF (25 mL), under N2, portion-wise with KH (30%, 1.5 g, 11.3 mmol), stir at 0° C. for 0.5 h, add MeI (1.6 g, 11.3 mmol) drop-wise, warm to RT and stir for 3 h. Cool to 0° C., quench with satd. NH4Cl, partially concentrate under reduced pressure, extract with EtOAc (3×), wash the combined organics with brine, dry over Na2SO4, concentrate and purify via silica gel chromatography to afford the title compound (3.1 g...